This data is from the Open Reaction Database (ORD), a public repository of structured organic reaction records. The task is: describe an organic reaction: reactants, conditions, products, and yield Starting materials: [H][H] (hydrogen), [H][H] (hydrogen), N1=C2C(=CC=C1)CC1=C(O2)C=CC(=C1)C(C(=O)O)=C (2-(5H-[1]benzopyrano[2,3-b]pyridin-7-yl)acrylic acid). Reagents/catalysts: [Ni] (Raney nickel). Solvent: [OH-].[Na+] (sodium hydroxide). Product: N1=C2C(=CC=C1)CC1=C(O2)C=CC(=C1)C(C(=O)O)C (2-(5H-[1]benzopyrano[2,3-b]pyridin-7-yl)propionic acid). The yield is 71.4%. As a reaction SMILES: [N:1]1[CH:6]=[CH:5][CH:4]=[C:3]2[CH2:7][C:8]3[CH:14]=[C:13]([C:15](=[CH2:19])[C:16]([OH:18])=[O:17])[CH:12]=[CH:11][C:9]=3[O:10][C:2]=12.[H][H]>[OH-].[Na+].[Ni]>[N:1]1[CH:6]=[CH:5][CH:4]=[C:3]2[CH2:7][C:8]3[CH:14]=[C:13]([CH:15]([CH3:19])[C:16]([OH:18])=[O:17])[CH:12]=[CH:11][C:9]=3[O:10][C:2]=12 |f:2.3|. Procedure: 2.5 g of 2-(5H-[1]benzopyrano[2,3-b]pyridin-7-yl)acrylic acid is dissolved in 20 ml of 0.5 N aqueous sodium hydroxide soution, and 1 g of Raney nickel is added. The solution is stirred in a hydrogen stream at ordinary pressure and temperature until absorption of 230 ml of hydrogen is attained. The Raney nickel is removed by filtration, and the filtrate is neutralized with hydrochloric acid. The resulting crystalline precipitate is filtered off, washed with water, and recrystallized from aqueous ... Reactants: COc1ccc(NC(C)=O)cc1C(C)=O, CCO, Cl. The product is COc1ccc(N)cc1C(C)=O. As a reaction SMILES: [C:2]([CH3:3])(=[O:4])[c:5]1[cH:6][c:7]([NH:13][C:14](=[O:15])[CH3:16])[cH:8][cH:9][c:10]1[O:11][CH3:12].[CH3:17][CH2:18][OH:19].[ClH:1]>>[C:2]([CH3:3])(=[O:4])[c:5]1[cH:6][c:7]([NH2:13])[cH:8][cH:9][c:10]1[O:11][CH3:12]. RXN SMILES: [Br:1][C:2]1[C:3]([CH2:8][NH:9][C:10](=O)[C:11]2[CH:16]=[CH:15][C:14]([F:17])=[CH:13][CH:12]=2)=[N:4][CH:5]=[CH:6][CH:7]=1.O.C(=O)([O-])[O-].[K+].[K+]>O=P(Cl)(Cl)Cl>[Br:1][C:2]1[C:3]2[N:4]([C:10]([C:11]3[CH:16]=[CH:15][C:14]([F:17])=[CH:13][CH:12]=3)=[N:9][CH:8]=2)[CH:5]=[CH:6][CH:7]=1 |f:2.3.4|. Run in O=P(Cl)(Cl)Cl (POCl3). Procedure details: A mixture of N-(3-bromopyridin-2-ylmethyl)-4-fluoro-benzamide (594 mg, 1.92 mmol) in POCl3 (5.0 mL) is warmed at reflux. After 1.5 hours, the mixture is cooled to room temperature and poured into water while adding crushed ice to control the exotherm. The mixture is made basic with potassium carbonate and the precipitate is collected by filtration to afford 8-bromo-3-(4-fluorophenyl)-imidazo[1,5-a]pyridine. Starting materials: O (water), BrC=1C(=NC=CC1)CNC(C1=CC=C(C=C1)F)=O (N-(3-bromopyridin-2-ylmethyl)-4-fluoro-benzamide), C([O-])([O-])=O.[K+].[K+] (potassium carbonate). Reaction conditions: time 1.5 hour. Product: BrC=1C=2N(C=CC1)C(=NC2)C2=CC=C(C=C2)F (8-bromo-3-(4-fluorophenyl)-imidazo[1,5-a]pyridine). The reactants are C(C)(=O)N1C(CC2=CC(=CC=C12)OC)C#N (1-acetyl-2,3-dihydro-5-methoxy-1H-indole-2-carbonitrile), C(C)O (ethanol), Cl.C(C)OCC (HCl diethylether). Product: Cl.C(C)(=O)N1C(CC2=CC(=CC=C12)OC)C(OCC)=N (ethyl 1-acetyl-2,3-dihydro-5-methoxy-1H-indole-2-carboximidate monohydrochloride). RXN SMILES: [C:1]([N:4]1[C:12]2[C:7](=[CH:8][C:9]([O:13][CH3:14])=[CH:10][CH:11]=2)[CH2:6][CH:5]1[C:15]#[N:16])(=[O:3])[CH3:2].[CH2:17]([OH:19])[CH3:18].[ClH:20].C(OCC)C>>[ClH:20].[C:1]([N:4]1[C:12]2[C:7](=[CH:8][C:9]([O:13][CH3:14])=[CH:10][CH:11]=2)[CH2:6][CH:5]1[C:15](=[NH:16])[O:19][CH2:17][CH3:18])(=[O:3])[CH3:2] |f:2.3,4.5|. Reported procedure: 2,3-dihydro-5-methoxy-1H-indole-2-carboxylic acid methyl ester (0.084 mole) and 2M NH3 in methanol (500 ml) were combined and stirred at room temperature under argon over the weekend. The solution was concentrated to 100 ml, cooled in an ice bath, and filtered. The solid was rinsed with a small amount of cold methanol and dried. The residue was triturated in methanol/ACN and filtered, yielding 4.56 g of 2,3-dihydro-5-methoxy-1H-indole-2-carboxamide (intermediate 21, mp. 228-229° C.). b) Triethyl... Reactants: S(=O)(=O)(Cl)Cl (sulfuryl chloride), BrC1=C(SC=C1)C1=CCCCC1 (3-bromo-2-(1-cyclohexenyl)-thiophene), N (ammonia), C(CCC)[Li] (n-butyllithium). Run in CCCCCC (hexane), CCOCC (ether), CCOCC (ether), CCOCC (ether). Reaction conditions: temperature -78 celsius, time 30 minute. Yields the product C1(=CCCCC1)C=1SC=CC1S(=O)(=O)N (2-(1-Cyclohexenyl)-3-thiophenesulfonamide). RXN SMILES: Br[C:2]1[CH:6]=[CH:5][S:4][C:3]=1[C:7]1[CH2:12][CH2:11][CH2:10][CH2:9][CH:8]=1.C([Li])CCC.[S:18](Cl)(Cl)(=[O:20])=[O:19].[NH3:23]>CCOCC.CCCCCC>[C:7]1([C:3]2[S:4][CH:5]=[CH:6][C:2]=2[S:18]([NH2:23])(=[O:20])=[O:19])[CH2:12][CH2:11][CH2:10][CH2:9][CH:8]=1. Reported procedure: A solution of 3-bromo-2-(1-cyclohexenyl)-thiophene (prepared by the method of N. Gjos and S. Gronowitz, Acta. Chem. Scan., 26, 1851-59, (1972)) (8.0 g, 32.9 mmol) in ether (30 ml) was added dropwise to a stirring solution of n-butyllithium (1.37M, 25.2 ml, 34.6 mmol) in ether (60 ml) precooled to -78° C. The solution was stirred another 30 minutes at -78° C. and was then treated with sulfuryl chloride (3.2 ml, 40 mmol) in hexane (10 ml). After an additional 30 minutes at -78° C., anhydrous ammon...